Dataset: the Open Reaction Database (ORD), a public repository of structured organic reaction records. Task: describe an organic reaction: reactants, conditions, products, and yield Starting materials: ClC=1N=C(C2=C(N1)N(C=C2C2=CC=C(C=C2)F)S(=O)(=O)C2=CC=C(C)C=C2)NC2CC2 (2-chloro-N-cyclopropyl-5-(4-fluorophenyl)-7-tosyl-7H-pyrrolo[2,3-d]pyrimidin-4-amine), NC=1C=C2CCC(N(C2=CC1)C)=O (6-amino-1-methyl-3,4-dihydroquinolin-2(1H)-one), C[Si](C)(C)Cl (trimethylsilyl chloride). Solvent: C(CCC)O (nBuOH). Yields the product NC=1C2=C(N=C(N1)NC=1C=C3CCC(N(C3=CC1)C)=O)NC=C2C2=CC=C(C=C2)F (6-(4-Amino-5-(4-fluorophenyl)-7H-pyrrolo[2,3-d]pyrimidin-2-ylamino)-1-methyl-3,4-dihydroquinolin-2(1H)-one). Reaction SMILES: Cl[C:2]1[N:3]=[C:4]([NH:28]C2CC2)[C:5]2[C:10]([C:11]3[CH:16]=[CH:15][C:14]([F:17])=[CH:13][CH:12]=3)=[CH:9][N:8](S(C3C=CC(C)=CC=3)(=O)=O)[C:6]=2[N:7]=1.[NH2:32][C:33]1[CH:34]=[C:35]2[C:40](=[CH:41][CH:42]=1)[N:39]([CH3:43])[C:38](=[O:44])[CH2:37][CH2:36]2.C[Si](Cl)(C)C>C(O)CCC>[NH2:28][C:4]1[C:5]2[C:10]([C:11]3[CH:16]=[CH:15][C:14]([F:17])=[CH:13][CH:12]=3)=[CH:9][NH:8][C:6]=2[N:7]=[C:2]([NH:32][C:33]2[CH:34]=[C:35]3[C:40](=[CH:41][CH:42]=2)[N:39]([CH3:43])[C:38](=[O:44])[CH2:37][CH2:36]3)[N:3]=1. Procedure: A solution of 2-chloro-N-cyclopropyl-5-(4-fluorophenyl)-7-tosyl-7H-pyrrolo[2,3-d]pyrimidin-4-amine (76 mg, 0.17 mmol), 6-amino-1-methyl-3,4-dihydroquinolin-2(1H)-one (60 mg, 0.34 mmol) and trimethylsilyl chloride (0.200 mL, 1.58 mmol) in nBuOH (2 mL) was stirred at 135° C. for 20 h. It was concentrated in vacuo. The residue was purified by HPLC to give the titled compound. MS 403.4 (M+H); UV 205.3, 293.4 nm. The reactants are C(C1=CC=CC=C1)(=O)NC1=CC=C(C=C1)NC1=CC(=C(C(=C1)C(C)(C)C)O)C(C)(C)C (4-(4-benzoylaminophenylamino)-2,6-di-tert-butylphenol), Cl.C(C1=CC=CC=C1)(=O)NC1=CC=C(C=C1)NC1=CC(=C(C(=C1)C(C)(C)C)O)C(C)(C)C (4-(4-benzoylaminophenylamino)-2,6-di-tert-butylphenol hydrochloride), solution, Cl (hydrogen chloride), [H-].[H-].[H-].[H-].[Li+].[Al+3] (LiAlH4), [O-]S(=O)S(=O)[O-].[Na+].[Na+] (Na2S2O4). The solvent is C1CCOC1 (THF), C(C)(=O)OCC (ethyl acetate), C(C)OCC (diethyl ether), O (water), C1CCOC1 (THF), O (water). Conditions: time 10 minute. Yields the product Cl.Cl.C(C1=CC=CC=C1)NC1=CC=C(C=C1)NC1=CC(=C(C(=C1)C(C)(C)C)O)C(C)(C)C (4-(4-benzylaminophenylamino)-2,6-di-tert-butylphenol dihydrochloride). RXN SMILES: [H-].[H-].[H-].[H-].[Li+].[Al+3].[C:7]([NH:15][C:16]1[CH:21]=[CH:20][C:19]([NH:22][C:23]2[CH:28]=[C:27]([C:29]([CH3:32])([CH3:31])[CH3:30])[C:26]([OH:33])=[C:25]([C:34]([CH3:37])([CH3:36])[CH3:35])[CH:24]=2)=[CH:18][CH:17]=1)(=O)[C:8]1[CH:13]=[CH:12][CH:11]=[CH:10][CH:9]=1.[ClH:38].C(NC1C=CC(NC2C=C(C(C)(C)C)C(O)=C(C(C)(C)C)C=2)=CC=1)(=O)C1C=CC=CC=1.[O-]S(S([O-])=O)=O.[Na+].[Na+].Cl>C1COCC1.O.C(OCC)C.C(OCC)(=O)C>[ClH:38].[ClH:38].[CH2:7]([NH:15][C:16]1[CH:17]=[CH:18][C:19]([NH:22][C:23]2[CH:28]=[C:27]([C:29]([CH3:30])([CH3:31])[CH3:32])[C:26]([OH:33])=[C:25]([C:34]([CH3:37])([CH3:36])[CH3:35])[CH:24]=2)=[CH:20][CH:21]=1)[C:8]1[CH:9]=[CH:10][CH:11]=[CH:12][CH:13]=1 |f:0.1.2.3.4.5,7.8,9.10.11,17.18.19|. Procedure details: To a suspension of 466 mg of LiAlH4 in 30 ml of THF was added a solution of 1.7 g of 4-(4-benzoylaminophenylamino)-2,6-di-tert-butylphenol (free base of Compound 53) in 30 ml of THF, and the mixture was refluxed for 5.5 hours. After cooling, a solution of 15 g of Na2S2O4 in 60 ml of water was added to the reaction mixture, and the resulting mixture was stirred at room temperature for 10 minutes. Then water was added thereto and the mixture was extracted with diethyl ether. The organic layer was ... Reactants: BrC(Br)(Br)Br, C1CCOC1, OCc1ccc(-c2ncn(-c3ccc(OC(F)(F)F)cc3)n2)cc1, c1ccc(P(c2ccccc2)c2ccccc2)cc1. Product: FC(F)(F)Oc1ccc(-n2cnc(-c3ccc(CBr)cc3)n2)cc1. RXN SMILES: [C:44]([Br:45])([Br:46])([Br:47])[Br:48].[CH2:49]1[O:50][CH2:51][CH2:52][CH2:53]1.[F:1][C:2]([O:3][c:4]1[cH:5][cH:6][c:7](-[n:10]2[n:11][c:12](-[c:15]3[cH:16][cH:17][c:18]([CH2:21][OH:22])[cH:19][cH:20]3)[n:13][cH:14]2)[cH:8][cH:9]1)([F:23])[F:24].[c:25]1([P:26]([c:27]2[cH:28][cH:29][cH:30][cH:31][cH:32]2)[c:33]2[cH:34][cH:35][cH:36][cH:37][cH:38]2)[cH:39][cH:40][cH:41][cH:42][cH:43]1>>[F:1][C:2]([O:3][c:4]1[cH:5][cH:6][c:7](-[n:10]2[n:11][c:12](-[c:15]3[cH:16][cH:17][c:18]([CH2:21][Br:45])[cH:19][cH:20]3)[n:13][cH:14]2)[cH:8][cH:9]1)([F:23])[F:24]. Starting materials: ClC=1N=C(SC1C=O)N1CCCC1 (4-Chloro-2-pyrrolidin-1-yl-thiazole-5-carbaldehyde), CN(C(=O)[C@H]1[C@@H]2C=C[C@H]([C@H]1NC1=C(C(=NC=C1Cl)N)N)C2)C ((1S,2S,3R,4R)-3-(2,3-Diamino-5-chloro-pyridin-4-ylamino)-bicyclo[2.2.1]hept-5-ene-2-carboxylic acid dimethylamide), C(C)(=O)[O-].[NH4+] (Ammonium acetate). Yields the product CN(C(=O)[C@H]1[C@@H]2C=C[C@H]([C@H]1NC1=C3C(=NC=C1Cl)NC(=N3)C3=C(N=C(S3)N3CCCC3)Cl)C2)C ((1S,2S,3R,4R)-3-[6-Chloro-2-(4-chloro-2-pyrrolidin-1-yl-thiazol-5-yl)-3H-imidazo[4,5-b]pyridin-7-ylamino]-bicyclo[2.2.1]hept-5-ene-2-carboxylic acid dimethylamide). Isolated yield 5.0%. RXN SMILES: [Cl:1][C:2]1[N:3]=[C:4]([N:9]2[CH2:13][CH2:12][CH2:11][CH2:10]2)[S:5][C:6]=1[CH:7]=O.[CH3:14][N:15]([CH3:35])[C:16]([C@@H:18]1[C@H:23]([NH:24][C:25]2[C:30]([Cl:31])=[CH:29][N:28]=[C:27]([NH2:32])[C:26]=2[NH2:33])[C@@H:22]2[CH2:34][C@H:19]1[CH:20]=[CH:21]2)=[O:17].C([O-])(=O)C.[NH4+]>>[CH3:14][N:15]([CH3:35])[C:16]([C@@H:18]1[C@H:23]([NH:24][C:25]2[C:30]([Cl:31])=[CH:29][N:28]=[C:27]3[NH:32][C:7]([C:6]4[S:5][C:4]([N:9]5[CH2:13][CH2:12][CH2:11][CH2:10]5)=[N:3][C:2]=4[Cl:1])=[N:33][C:26]=23)[C@@H:22]2[CH2:34][C@H:19]1[CH:20]=[CH:21]2)=[O:17] |f:2.3|. Procedure details: In a similar fashion to Compound LXXXVII 4-Chloro-2-pyrrolidin-1-yl-thiazole-5-carbaldehyde (69.84 mg, 0.3223 mmol), (1S,2S,3R,4R)-3-(2,3-Diamino-5-chloro-pyridin-4-ylamino)-bicyclo[2.2.1]hept-5-ene-2-carboxylic acid dimethylamide (93.35 mg, 0.2901 mmol and Ammonium acetate (44.72 mg, 0.5802 mmol) were reacted to produce 7.35 mg (5%) of the title compound. (300 MHz, DMSO-d6) 13.50 (s, 1H), 7.94 (s, 1H), 6.67 (s, 1H), 6.38 (m, 2H), 5.12 (t, J=17 Hz, 8.5 Hz, 1H), 3.44 (m, 4H), 3.02 (d, J=9 Hz, 1H)... Starting materials: C1(=CC=CC2=CC=CC=C12)C(=O)O (1-naphthoic acid), C(C(=O)Cl)(=O)Cl (oxalyl chloride). The reagents and catalysts are CN(C=O)C (DMF). The solvent is C(Cl)Cl (methylene chloride). Reaction conditions: time 24 hour. Product: C1(=CC=CC2=CC=CC=C12)C(=O)Cl (1-naphthoyl chloride). Yield: 100.2%. Reaction SMILES: [C:1]1([C:11]([OH:13])=O)[C:10]2[C:5](=[CH:6][CH:7]=[CH:8][CH:9]=2)[CH:4]=[CH:3][CH:2]=1.C(Cl)(=O)C([Cl:17])=O>CN(C)C=O.C(Cl)Cl>[C:1]1([C:11]([Cl:17])=[O:13])[C:10]2[C:5](=[CH:6][CH:7]=[CH:8][CH:9]=2)[CH:4]=[CH:3][CH:2]=1. Procedure: a mixture of 17.2 g (0.1 mole) 1-naphthoic acid, 14 g (0.11 moles) oxalyl chloride, 150 ml methylene chloride and three drops DMF (dimethylformamide) were stirred for about 24 hours. The clear reaction mixture was stripped to give about 19.1 g of the 1-naphthoyl chloride as a brown liquid which was used in step (b) without further isolation. Run at time 15 minute. Isolated yield 49.9%. Product: C1(=CC=CC=C1)CN1CC2CC3=CC=CN=C3C(C1)C2 (11-(Phenylmethyl)-3,11-diazatricyclo[7.3.1.02,7]trideca-2,4,6-triene). The reactants are C(C1=CC=CC=C1)N (benzylamine), C12C3=NC=CC=C3CC(C(C1O)O)C2 (3-azatricyclo[7.2.1.02,7]dodeca-2,4,6-triene-10,11-diol), I(=O)(=O)(=O)[O-].[Na+] (sodium periodate), C(C)(=O)O[BH-](OC(C)=O)OC(C)=O.[Na+] (sodium triacetoxyborohydride), C(O)([O-])=O.[Na+] (sodium hydrogen carbonate). RXN SMILES: [CH:1]12[CH2:14][CH:9]([CH:10](O)[CH:11]1O)[CH2:8][C:7]1[C:2]2=[N:3][CH:4]=[CH:5][CH:6]=1.I([O-])(=O)(=O)=O.[Na+].[CH2:21]([NH2:28])[C:22]1[CH:27]=[CH:26][CH:25]=[CH:24][CH:23]=1.C(O[BH-](OC(=O)C)OC(=O)C)(=O)C.[Na+].C(=O)([O-])O.[Na+]>C(O)C.O.ClC(Cl)C.C(OCC)(=O)C>[C:22]1([CH2:21][N:28]2[CH2:11][CH:1]3[CH2:14][CH:9]([CH2:8][C:7]4[C:2]3=[N:3][CH:4]=[CH:5][CH:6]=4)[CH2:10]2)[CH:27]=[CH:26][CH:25]=[CH:24][CH:23]=1 |f:1.2,4.5,6.7|. Procedure: To a solution of 3-azatricyclo[7.2.1.02,7]dodeca-2,4,6-triene-10,11-diol (Preparation 24, 1.16 g, 6.07 mmol) in ethanol (40 ml) was added sodium periodate (1.35 g, 6.07 mmol) in water (20 ml) to produce a yellow slurry. After 15 min, water and ethyl acetate were added and the layers were separated, the aqueous layer washed with ethyl acetate (4×50 ml) and then dichloromethane. The combined organic extracts were dried (Na2SO4) to give an orange oil. The oil was diluted with dichloroethane (50 ml)... The solvent is ClC(C)Cl (dichloroethane), C(C)O (ethanol), O (water), O (water), C(C)(=O)OCC (ethyl acetate), C(C)(=O)OCC (ethyl acetate).